Dataset: the Open Reaction Database (ORD), a public repository of structured organic reaction records. Task: describe an organic reaction: reactants, conditions, products, and yield Starting materials: COC(=O)c1nn(-c2cccc(C(F)(F)F)c2)cc(OC)c1=O, CO, Cl, [Na+], [OH-]. Product: COc1cn(-c2cccc(C(F)(F)F)c2)nc(C(=O)O)c1=O. As a reaction SMILES: [CH3:1][O:2][c:3]1[c:4](=[O:23])[c:5]([C:19](=[O:20])[O:21][CH3:22])[n:6][n:7](-[c:9]2[cH:10][c:11]([C:15]([F:16])([F:17])[F:18])[cH:12][cH:13][cH:14]2)[cH:8]1.[CH3:27][OH:28].[ClH:26].[Na+:25].[OH-:24]>>[CH3:1][O:2][c:3]1[c:4](=[O:23])[c:5]([C:19](=[O:20])[OH:21])[n:6][n:7](-[c:9]2[cH:10][c:11]([C:15]([F:16])([F:17])[F:18])[cH:12][cH:13][cH:14]2)[cH:8]1. Starting materials: C(N)(=O)C1=CC=CC=2NC(=NC21)C2N(C1=CC=CC=C1CC2)C(=O)OC(C)(C)C (tert-butyl 2-(4-carbamoyl-1H-benzo[d]imidazol-2-yl)-3,4-dihydroquinoline-1(2H)-carboxylate), Cl (HCl). The solvent is CO (methanol). Reaction conditions: temperature 40 celsius, time 8 hour. Product: N1C(CCC2=CC=CC=C12)C1=NC2=C(N1)C=CC=C2C(=O)N (2-(1,2,3,4-Tetrahydroquinolin-2-yl)-1H-benzo[d]imidazole-4-carboxamide). Reaction SMILES: [C:1]([C:4]1[C:12]2[N:11]=[C:10]([CH:13]3[CH2:22][CH2:21][C:20]4[C:15](=[CH:16][CH:17]=[CH:18][CH:19]=4)[N:14]3C(OC(C)(C)C)=O)[NH:9][C:8]=2[CH:7]=[CH:6][CH:5]=1)(=[O:3])[NH2:2].Cl>CO>[NH:14]1[C:15]2[C:20](=[CH:19][CH:18]=[CH:17][CH:16]=2)[CH2:21][CH2:22][CH:13]1[C:10]1[NH:9][C:8]2[CH:7]=[CH:6][CH:5]=[C:4]([C:1]([NH2:2])=[O:3])[C:12]=2[N:11]=1. Reported procedure: A mixture of tert-butyl 2-(4-carbamoyl-1H-benzo[d]imidazol-2-yl)-3,4-dihydroquinoline-1(2H)-carboxylate (17 mg, 0.043 mmol) and HCl in methanol (1.25 M, 1 mL) was stirred at 40° C. overnight. Methanol was removed under reduced pressure, aq. sodium bicarbonate solution was added and extracted with DCM. The DCM layer was washed with brine, dried over anhydrous sodium sulfate and evaporated to afford 2-(1,2,3,4-Tetrahydroquinolin-2-yl)-1H-benzo[d]imidazole-4-carboxamide. MS (ES+): m/z 315.13 [M+Na]...